From a dataset of the Open Reaction Database (ORD), a public repository of structured organic reaction records. describe an organic reaction: reactants, conditions, products, and yield Starting materials: OCC(CO)(COCC(CO)(CO)CO)CO (dipentaerythritol), C(C1=CC=CC=C1)(=O)O (benzoic acid), OC(C(=O)O)CCCCCCCCCCCCCCCC (hydroxystearic acid). The reagents and catalysts are [Sn](Cl)(Cl)(Cl)Cl (tin chloride). The solvent is O (water). Product: ester, OCC(CO)(COCC(CO)(CO)CO)CO (dipentaerythritol), C(C1=CC=CC=C1)(=O)O (benzoic acid), OC(CCCCCCCCCCC(=O)O)CCCCCC (12-hydroxystearic acid). RXN SMILES: [OH:1][CH2:2][C:3]([CH2:16][OH:17])([CH2:6][O:7][CH2:8][C:9]([CH2:14][OH:15])([CH2:12][OH:13])[CH2:10][OH:11])[CH2:4][OH:5].[C:18]([OH:26])(=[O:25])[C:19]1[CH:24]=[CH:23][CH:22]=[CH:21][CH:20]=1.O[CH:28]([CH2:32][CH2:33][CH2:34][CH2:35][CH2:36][CH2:37][CH2:38][CH2:39][CH2:40][CH2:41][CH2:42][CH2:43][CH2:44][CH2:45][CH2:46][CH3:47])[C:29]([OH:31])=[O:30]>[Sn](Cl)(Cl)(Cl)Cl.O>[OH:11][CH2:10][C:9]([CH2:14][OH:15])([CH2:8][O:7][CH2:6][C:3]([CH2:16][OH:17])([CH2:4][OH:5])[CH2:2][OH:1])[CH2:12][OH:13].[C:18]([OH:26])(=[O:25])[C:19]1[CH:24]=[CH:23][CH:22]=[CH:21][CH:20]=1.[OH:1][CH:41]([CH2:42][CH2:43][CH2:44][CH2:45][CH2:46][CH3:47])[CH2:40][CH2:39][CH2:38][CH2:37][CH2:36][CH2:35][CH2:34][CH2:33][CH2:32][CH2:28][C:29]([OH:31])=[O:30]. Procedure: A four-neck flask equipped with a stirrer, a temperature gauge, a nitrogen gas blowing tube and a water separator was charged with 89.8 g (1.0 mol) of dipentaerythritol (trade name: DiPentarit, manufactured by Koei Kagaku Co., Ltd), 86.2 g (2.0 mol) of benzoic acid (trade name: PuroxB, manufactured by DSM Company) and 424.0 g (4.0 mol) of hydroxystearic acid (trade name: Hydroxystearic acid, manufactured by Kawaken Fine Chemicals Co., Ltd) and the mixture was reacted using 0.6 g of tin chloride ... The reactants are BrC=1C=CC(=NC1)OC1CN2C(OC1)=NC(=C2)[N+](=O)[O-] (6-(5-bromo-pyridin-2-yloxy)-2-nitro-6,7-dihydro-5H-imidazo[2,1-b][1,3]oxazine), FC=1C=C(C=C(C1B1OC(C(O1)(C)C)(C)C)F)N1C(OC(C1)CNC(C)=O)=O (N-{3-[3,5-difluoro-4-(4,4,5,5-tetramethyl-[1,3,2]dioxaborolan-2-yl)-phenyl]-2-oxo-oxazolidin-5-ylmethyl}-acetamide), C(=O)([O-])[O-].[K+].[K+] (K2CO3). The reagents and catalysts are C=1C=CC(=CC1)[P](C=2C=CC=CC2)(C=3C=CC=CC3)[Pd]([P](C=4C=CC=CC4)(C=5C=CC=CC5)C=6C=CC=CC6)([P](C=7C=CC=CC7)(C=8C=CC=CC8)C=9C=CC=CC9)[P](C=1C=CC=CC1)(C=1C=CC=CC1)C=1C=CC=CC1 (Pd(Ph3P)4). Solvent: CN(C)C=O.O (DMF H2O). Reaction conditions: temperature 80 celsius. Product: FC=1C=C(C=C(C1C=1C=NC(=CC1)OC1CN2C(OC1)=NC(=C2)[N+](=O)[O-])F)N2C(OC(C2)CNC(C)=O)=O (N-(3-{3,5-Difluoro-4-[6-(2-nitro-6,7-dihydro-5H-imidazo[2,1-b][1,3]oxazin-6-yloxy)-pyridin-3-yl]-phenyl}-2-oxo-oxazolidin-5-ylmethyl)-acetamide). Yield: 42.8%. As a reaction SMILES: Br[C:2]1[CH:3]=[CH:4][C:5]([O:8][CH:9]2[CH2:14][O:13][C:12]3=[N:15][C:16]([N+:18]([O-:20])=[O:19])=[CH:17][N:11]3[CH2:10]2)=[N:6][CH:7]=1.[F:21][C:22]1[CH:23]=[C:24]([N:38]2[CH2:42][CH:41]([CH2:43][NH:44][C:45](=[O:47])[CH3:46])[O:40][C:39]2=[O:48])[CH:25]=[C:26]([F:37])[C:27]=1B1OC(C)(C)C(C)(C)O1.C([O-])([O-])=O.[K+].[K+]>CN(C=O)C.O.C1C=CC([P]([Pd]([P](C2C=CC=CC=2)(C2C=CC=CC=2)C2C=CC=CC=2)([P](C2C=CC=CC=2)(C2C=CC=CC=2)C2C=CC=CC=2)[P](C2C=CC=CC=2)(C2C=CC=CC=2)C2C=CC=CC=2)(C2C=CC=CC=2)C2C=CC=CC=2)=CC=1>[F:21][C:22]1[CH:23]=[C:24]([N:38]2[CH2:42][CH:41]([CH2:43][NH:44][C:45](=[O:47])[CH3:46])[O:40][C:39]2=[O:48])[CH:25]=[C:26]([F:37])[C:27]=1[C:2]1[CH:7]=[N:6][C:5]([O:8][CH:9]2[CH2:14][O:13][C:12]3=[N:15][C:16]([N+:18]([O-:20])=[O:19])=[CH:17][N:11]3[CH2:10]2)=[CH:4][CH:3]=1 |f:2.3.4,5.6,^1:64,66,85,104|. Procedure details: To a suspension of 6-(5-bromo-pyridin-2-yloxy)-2-nitro-6,7-dihydro-5H-imidazo[2,1-b][1,3]oxazine (200 mg, 0.515 mmol), N-{3-[3,5-difluoro-4-(4,4,5,5-tetramethyl-[1,3,2]dioxaborolan-2-yl)-phenyl]-2-oxo-oxazolidin-5-ylmethyl}-acetamide (238 mg, 0.60 mmol) (Biswajit et. al. WO 2006038100 A1 and Gravestock et. al. WO2004/078753 A1), Pd(Ph3P)4(70 mg) and K2CO3 (150 mg) in DMF/H2O (10/1.5.5 mL) was degassed. The mixture was heated to 80° C. for 2 h, diluted with EtOAc, washed with brine and concentrat...